From a dataset of the Open Reaction Database (ORD), a public repository of structured organic reaction records. describe an organic reaction: reactants, conditions, products, and yield Reported procedure: At 0° C., under a blanket of nitrogen, to a solution of (1R,3S,4S)-3-(benzyloxy)-4-(benzyloxymethyl)cyclopentanol (24) (226.500 g, 725.026 mmol) in tetrahydrofuran (1150 mL) was added NaH, 60% in mineral oil (86.995 g, 2175.1 mmol) portionwise, maintaining a temperature of less than 10° C. A solution of 4,6-dichloropyrimidine (118.81 g, 797.53 mmol) in tetrahydrofuran (1150 mL) was then added over 30 minutes maintaining a temperature of less than 5° C. The mixture was allowed to warm to ambient ... RXN SMILES: [CH2:1]([O:8][C@@H:9]1[C@H:13]([CH2:14][O:15][CH2:16][C:17]2[CH:22]=[CH:21][CH:20]=[CH:19][CH:18]=2)[CH2:12][C@@H:11]([OH:23])[CH2:10]1)[C:2]1[CH:7]=[CH:6][CH:5]=[CH:4][CH:3]=1.[H-].[Na+].[Cl:26][C:27]1[CH:32]=[C:31](Cl)[N:30]=[CH:29][N:28]=1>O1CCCC1>[CH2:1]([O:8][C@@H:9]1[C@H:13]([CH2:14][O:15][CH2:16][C:17]2[CH:22]=[CH:21][CH:20]=[CH:19][CH:18]=2)[CH2:12][C@@H:11]([O:23][C:31]2[CH:32]=[C:27]([Cl:26])[N:28]=[CH:29][N:30]=2)[CH2:10]1)[C:2]1[CH:3]=[CH:4][CH:5]=[CH:6][CH:7]=1 |f:1.2|. Starting materials: C(C1=CC=CC=C1)O[C@H]1C[C@@H](C[C@H]1COCC1=CC=CC=C1)O ((1R,3S,4S)-3-(benzyloxy)-4-(benzyloxymethyl)cyclopentanol), [H-].[Na+] (NaH), oil, ClC1=NC=NC(=C1)Cl (4,6-dichloropyrimidine), [H-].[Na+] (NaH), oil. Reaction conditions: time 24 hour. The product is crude intermediate, C(C1=CC=CC=C1)O[C@H]1C[C@@H](C[C@H]1COCC1=CC=CC=C1)OC1=NC=NC(=C1)Cl (4-((1R,3S,4S)-3-(benzyloxy)-4-(benzyloxymethyl)cyclopentyloxy)-6-chloropyrimidine). Solvent: O1CCCC1 (tetrahydrofuran), O1CCCC1 (tetrahydrofuran). The reactants are Cl.C(=O)(O)[C@@H]1NC2=CC(=CC(=C2[C@H](C1)NC(=O)C1=CC=C(C=C1)CCN)Cl)Cl (trans-2-carboxy-5,7-dichloro-4-(4-aminoethylphenyl)carbonylamino-1,2,3,4-tetrahydroquinoline hydrochloride), Cl.C(=O)(O)[C@@H]1NC2=CC(=CC(=C2[C@H](C1)NC(=O)C1=CC(=CC=C1)CN)Cl)Cl (trans-2-carboxy-5,7-dichloro-4(3-aminomethylphenyl)carbonylamino-1,2,3,4-tetrahydroquinoline hydrochloride). Yields the product Cl.COC(=O)[C@@H]1NC2=CC(=CC(=C2[C@H](C1)NC(=O)C1=CC=C(C=C1)CCN)Cl)Cl (Trans-2-methoxycarbonyl-5,7-dichloro-4-(4-aminoethylphenyl)carbonylamino-1,2,3,4-tetrahydroquinoline hydrochloride). Procedure: This compound was prepared by the method given for Example 82 using trans-2-carboxy-5,7-dichloro-4-(4-aminoethylphenyl)carbonylamino-1,2,3,4-tetrahydroquinoline hydrochloride Example 85, in the place of trans-2-carboxy-5,7-dichloro-4(3-aminomethylphenyl)carbonylamino-1,2,3,4-tetrahydroquinoline hydrochloride to give the title compound as a colourless crystalline solid, m.p. 218° C. (dec). δ (DMSO, 360 MHz) 1.78 (1H, ddd, J=13.2, 12.8 and 4.1 Hz, CHACHBHCCHD), 2.25 (1H, dm, J=13.2 Hz, CHACHBHCCHD... As a reaction SMILES: Cl.[C:2]([C@H:5]1[CH2:14][C@H:13]([NH:15][C:16]([C:18]2[CH:23]=[CH:22][C:21]([CH2:24][CH2:25][NH2:26])=[CH:20][CH:19]=2)=[O:17])[C:12]2[C:7](=[CH:8][C:9]([Cl:28])=[CH:10][C:11]=2[Cl:27])[NH:6]1)([OH:4])=[O:3].Cl.[C:30]([C@H]1C[C@H](NC(C2C=CC=C(CN)C=2)=O)C2C(=CC(Cl)=CC=2Cl)N1)(O)=O>>[ClH:27].[CH3:30][O:3][C:2]([C@H:5]1[CH2:14][C@H:13]([NH:15][C:16]([C:18]2[CH:23]=[CH:22][C:21]([CH2:24][CH2:25][NH2:26])=[CH:20][CH:19]=2)=[O:17])[C:12]2[C:7](=[CH:8][C:9]([Cl:28])=[CH:10][C:11]=2[Cl:27])[NH:6]1)=[O:4] |f:0.1,2.3,4.5|. Reactants: C(=O)(C(F)(F)F)O (TFA), N(=[N+]=[N-])CC=1CS[C@H]2N(C1C(=O)O)C(C2NC(\C(=N/OC(C)(C)C(=O)OC(C)(C)C)\C=2N=C(SC2)NC(C2=CC=CC=C2)(C2=CC=CC=C2)C2=CC=CC=C2)=O)=O (3-azidomethyl-7-[2-(2-tritylaminothiazol-4-yl)-2-((Z)-1-t-butoxycarbonyl-1-methylethoxyimino)acetamido]ceph- 3-em-4-carboxylic acid), C(=O)(C(F)(F)F)O (TFA). The reagents and catalysts are [Ni] (Raney nickel). Run in O (water). Conditions: time 1 hour. Product: NCC=1CS[C@H]2N(C1C(=O)O)C(C2NC(\C(=N/OC(C)(C)C(=O)O)\C=2N=C(SC2)N)=O)=O (3-aminomethyl-7-[2-(2-aminothiazol-4-yl)-2-((Z)-1-carboxy-1-methylethoxyimino)acetamido]ceph-3-em-4-carboxylic acid). Isolated yield 35.1%. As a reaction SMILES: [N:1]([CH2:4][C:5]1[CH2:6][S:7][C@@H:8]2[CH:15]([NH:16][C:17](=[O:56])/[C:18](/[C:31]3[N:32]=[C:33]([NH:36]C(C4C=CC=CC=4)(C4C=CC=CC=4)C4C=CC=CC=4)[S:34][CH:35]=3)=[N:19]\[O:20][C:21]([C:24]([O:26]C(C)(C)C)=[O:25])([CH3:23])[CH3:22])[C:14](=[O:57])[N:9]2[C:10]=1[C:11]([OH:13])=[O:12])=[N+]=[N-].C(O)(C(F)(F)F)=O>[Ni].O>[NH2:1][CH2:4][C:5]1[CH2:6][S:7][C@@H:8]2[CH:15]([NH:16][C:17](=[O:56])/[C:18](/[C:31]3[N:32]=[C:33]([NH2:36])[S:34][CH:35]=3)=[N:19]\[O:20][C:21]([C:24]([OH:26])=[O:25])([CH3:23])[CH3:22])[C:14](=[O:57])[N:9]2[C:10]=1[C:11]([OH:13])=[O:12]. Reported procedure: An aqueous slurry of Raney nickel (10.2 g.) was added in one portion to a stirred solution of the azide (20.0 g.) in a mixture of MEOH (60 ml.) and TFA (60 ml.) at room temperature. A vigorous effervescence was observed. Stirring was continued for 1 hour and the Raney nickel was removed by filtration through diatomaceous earth. The filter pad was washed well with MEOH and the washings were combined with the filtrate. The solvents were evaporated under reduced pressure to give a pale green solid ... The reactants are [Br-], CC(c1ccc2c(c1)C(C)(C)CCO2)[P+](c1ccccc1)(c1ccccc1)c1ccccc1, COC(=O)c1ccc(C=O)cc1, CCC1CO1. Product: COC(=O)c1ccc(C=C(C)c2ccc3c(c2)C(C)(C)CCO3)cc1. RXN SMILES: [Br-:1].[CH3:2][C:3]1([CH3:34])[CH2:4][CH2:5][O:6][c:7]2[cH:8][cH:9][c:10]([CH:13]([CH3:14])[P+:15]([c:16]3[cH:17][cH:18][cH:19][cH:20][cH:21]3)([c:22]3[cH:23][cH:24][cH:25][cH:26][cH:27]3)[c:28]3[cH:29][cH:30][cH:31][cH:32][cH:33]3)[cH:11][c:12]21.[CH:35](=[O:36])[c:37]1[cH:38][cH:39][c:40]([C:41](=[O:42])[O:43][CH3:44])[cH:45][cH:46]1.[O:47]1[CH:48]([CH2:49][CH3:50])[CH2:51]1>>[CH3:2][C:3]1([CH3:34])[CH2:4][CH2:5][O:6][c:7]2[cH:8][cH:9][c:10]([C:13]([CH3:14])=[CH:35][c:37]3[cH:38][cH:39][c:40]([C:41](=[O:42])[O:43][CH3:44])[cH:45][cH:46]3)[cH:11][c:12]21. Reactants: ice water, [O-]CC.[Na+] (sodium ethoxide), C(=O)OCC (ethyl formate), [H-].[Na+] (sodium hydride), COC=1C=C2C(CC(N(C2=CC1OC)C(=O)OCC)C)=O (ethyl 6,7-dimethoxy-2-methyl-4-oxo-1,2,3,4-tetrahydroquinoline-1-carboxylate). The solvent is C(C)O (ethanol), C1=CC=CC=C1 (benzene). Conditions: time 3 hour. The product is COC=1C=C2C(C(C(N(C2=CC1OC)C(=O)OCC)C)=CO)=O (Racemic Ethyl 6,7-Dimethoxy-3-hydroxymethylene-2-methyl-4-oxo-1,2,3,4-tetrahydroquinoline-1-carboxylate). Isolated yield 96.0%. As a reaction SMILES: [O-:1][CH2:2]C.[Na+].[H-].[Na+].[CH3:7][O:8][C:9]1[CH:10]=[C:11]2[C:16](=[CH:17][C:18]=1[O:19][CH3:20])[N:15]([C:21]([O:23][CH2:24][CH3:25])=[O:22])[CH:14]([CH3:26])[CH2:13][C:12]2=[O:27].C(OCC)=O>C1C=CC=CC=1.C(O)C>[CH3:7][O:8][C:9]1[CH:10]=[C:11]2[C:16](=[CH:17][C:18]=1[O:19][CH3:20])[N:15]([C:21]([O:23][CH2:24][CH3:25])=[O:22])[CH:14]([CH3:26])[C:13](=[CH:2][OH:1])[C:12]2=[O:27] |f:0.1,2.3|. Reported procedure: To sodium ethoxide, freshly prepared from 4.8 g. of sodium hydride and 6.0 ml. of ethanol was added a solution of 14.7 g. of ethyl 6,7-dimethoxy-2-methyl-4-oxo-1,2,3,4-tetrahydroquinoline-1-carboxylate and 19.8 ml. of ethyl formate in 150 ml. of benzene, over a 45 min. period. The reaction mixture was stirred at room temperature for 3 hrs. and then it was poured onto 250 ml. of ice water. The layers were separated, and the organic layer was extracted with 1N sodium hydroxide solution. The combin... Reactants: C(C1=CC=CC=C1)OC(N(CC1=CC=C(C=C1)OC)CC1=CC(=CC=C1)C1=NN(C(=C1)N)C)=O (benzyl[3-(5-amino-1-methyl-1H-pyrazol-3-yl)benzyl]-(4-methoxybenzyl)carbamate), C1(CCCCC1)=O (cyclohexanone). The solvent is C(C)(=O)O (acetic acid). Product: C(C1=CC=CC=C1)OC(N(CC1=CC=C(C=C1)OC)CC1=CC(=CC=C1)C1=NN(C(=C1C1=CCCCC1)N)C)=O (benzyl[3-(5-amino-4-cyclohex-1-enyl-1-methyl-1H-pyrazol-3-yl)benzyl]-(4-methoxybenzyl)carbamate). The yield is 70.8%. Reaction SMILES: [CH2:1]([O:8][C:9](=[O:34])[N:10]([CH2:20][C:21]1[CH:26]=[CH:25][CH:24]=[C:23]([C:27]2[CH:31]=[C:30]([NH2:32])[N:29]([CH3:33])[N:28]=2)[CH:22]=1)[CH2:11][C:12]1[CH:17]=[CH:16][C:15]([O:18][CH3:19])=[CH:14][CH:13]=1)[C:2]1[CH:7]=[CH:6][CH:5]=[CH:4][CH:3]=1.[C:35]1(=O)[CH2:40][CH2:39][CH2:38][CH2:37][CH2:36]1>C(O)(=O)C>[CH2:1]([O:8][C:9](=[O:34])[N:10]([CH2:20][C:21]1[CH:26]=[CH:25][CH:24]=[C:23]([C:27]2[C:31]([C:35]3[CH2:40][CH2:39][CH2:38][CH2:37][CH:36]=3)=[C:30]([NH2:32])[N:29]([CH3:33])[N:28]=2)[CH:22]=1)[CH2:11][C:12]1[CH:13]=[CH:14][C:15]([O:18][CH3:19])=[CH:16][CH:17]=1)[C:2]1[CH:3]=[CH:4][CH:5]=[CH:6][CH:7]=1. Procedure: A solution of EXAMPLE 56D (4.5 g, 10 mmol) in acetic acid (100 mL) was treated with cyclohexanone (2 mL, 20 mmol) at ambient temperature for 4 days. The mixture was concentrated and the residue partitioned between dilute sodium hydroxide and ethyl acetate. The organic layer was washed with water and concentrated and the residue purified by flash chromatography on silica gel using ethyl acetate to give 3.8 g (71%) of the title compound. MS (DCI): m/z 537 (M+H)+. Reactants: C(C)(C)OC(C1=CN=C(C(=C1)Cl)Cl)=O (5,6-dichloro nicotinic acid isopropyl ester), C(C)NC (ethylmethylamine). The solvent is CC(OCC)=O (EA). Run at temperature 105 celsius, time 72 hour. Yields the product C(C)(C)OC(C1=CN=C(C(=C1)Cl)N(C)CC)=O (5-chloro-6-(ethyl-methyl-amino)-nicotinic acid isopropyl ester). Isolated yield 90.5%. RXN SMILES: [CH:1]([O:4][C:5](=[O:14])[C:6]1[CH:11]=[C:10]([Cl:12])[C:9](Cl)=[N:8][CH:7]=1)([CH3:3])[CH3:2].[CH2:15]([NH:17][CH3:18])[CH3:16]>CC(=O)OCC>[CH:1]([O:4][C:5](=[O:14])[C:6]1[CH:11]=[C:10]([Cl:12])[C:9]([N:17]([CH2:15][CH3:16])[CH3:18])=[N:8][CH:7]=1)([CH3:3])[CH3:2]. Procedure: A mixture of 5,6-dichloro nicotinic acid isopropyl ester (4.76 g, 22.3 mmol) and ethylmethylamine (6.88 g, 116.4 mmol) is stirred in a sealed vessel at 105° C. for 72 h. The mixture is cooled to rt, diluted with EA (300 mL) and washed with sat. aq. NaHCO3-solution (3×10 mL) followed by brine (10 mL). The org. extract is dried over MgSO4, filtered, concentrated and dried to give 5-chloro-6-(ethyl-methyl-amino)-nicotinic acid isopropyl ester (5.18 g) as a yellow oil; LC-MS: tR=1.38 min, [M+1]+=257... Starting materials: Cl.NC(CCCC(=O)O)CC1=CC=CC=C1 (5-amino-6-phenylhexanoic acid hydrochloride), CN(C(N(C)C)=N)C (tetramethylguanidine), C(C)(C)(C)OC(=O)N=[N+]=[N-] (t-butoxycarbonylazide). The solvent is CN(C=O)C (dimethylformamide), CN(C=O)C (dimethylformamide). Conditions: time 48 hour. The product is C(C)(C)(C)OC(=O)NC(CCCC(=O)O)CC1=CC=CC=C1 (5-t-butoxycarbonylamino-6-phenylhexanoic acid). RXN SMILES: Cl.[NH2:2][CH:3]([CH2:10][C:11]1[CH:16]=[CH:15][CH:14]=[CH:13][CH:12]=1)[CH2:4][CH2:5][CH2:6][C:7]([OH:9])=[O:8].CN(C)C(=N)N(C)C.[C:25]([O:29][C:30](N=[N+]=[N-])=[O:31])([CH3:28])([CH3:27])[CH3:26]>CN(C)C=O>[C:25]([O:29][C:30]([NH:2][CH:3]([CH2:10][C:11]1[CH:16]=[CH:15][CH:14]=[CH:13][CH:12]=1)[CH2:4][CH2:5][CH2:6][C:7]([OH:9])=[O:8])=[O:31])([CH3:28])([CH3:27])[CH3:26] |f:0.1|. Reported procedure: A solution of crude 5-amino-6-phenylhexanoic acid hydrochloride (0.235 g, 0.97 mmoles) prepared as described in Example 1 and tetramethylguanidine (0.438 g, 2.90 mmoles) in dimethylformamide (6.60 mls) is treated with t-butoxycarbonylazide (0.276 g, 1.93 mmoles) in dimethylformamide (3.00 mls) and the solution stirred for 48 hours at room temperature. The dimethylformamide is evaporated and the product partitioned between ethyl acetate and 1 M citric acid. Extraction of the organic phase with 3%...